From a dataset of the Open Reaction Database (ORD), a public repository of structured organic reaction records. describe an organic reaction: reactants, conditions, products, and yield Product: CC1(OC2=CC3=C(C=C2C(=C1)C1=CC=C(C=C1)C)C=C(C=C3)C3=CC=C(C(=O)O)C=C3)C (4-[2,2-Dimethyl-4-(tol-4-yl)-benzo(1,2-g)-chrom-3-en-7yl]benzoic Acid). RXN SMILES: CC1SC(C2C3C(=CC4C(C=3)=C(C3C=CC(C(O)=O)=CC=3)C=CC=4)C(C)(C)CC=2)=CC=1.[CH3:32][C:33]1([CH3:65])[CH:42]=[C:41]([C:43]2[CH:48]=[CH:47][C:46]([CH3:49])=[CH:45][CH:44]=2)[C:40]2[C:35](=[CH:36][C:37]3[CH:53]=[CH:52][C:51]([C:54]4[CH:64]=[CH:63][C:57]([C:58]([O:60]CC)=[O:59])=[CH:56][CH:55]=4)=[CH:50][C:38]=3[CH:39]=2)[O:34]1>>[CH3:32][C:33]1([CH3:65])[CH:42]=[C:41]([C:43]2[CH:44]=[CH:45][C:46]([CH3:49])=[CH:47][CH:48]=2)[C:40]2[C:35](=[CH:36][C:37]3[CH:53]=[CH:52][C:51]([C:54]4[CH:64]=[CH:63][C:57]([C:58]([OH:60])=[O:59])=[CH:56][CH:55]=4)=[CH:50][C:38]=3[CH:39]=2)[O:34]1. Starting materials: CC1=CC=C(S1)C1=CCC(C2=CC3=CC=CC(=C3C=C12)C1=CC=C(C(=O)O)C=C1)(C)C (4-[1(5-methyl-thien-2-yl)3,4-dihydro-4,4-dimethyl-anthracen-8-yl]-benzoic acid), CC1=CC=C(S1)C1=CCC(C2=CC3=CC=CC(=C3C=C12)C1=CC=C(C(=O)O)C=C1)(C)C (4-[1(5-methyl-thien-2-yl)3,4-dihydro-4,4-dimethyl-anthracen-8-yl]-benzoic acid), CC1(OC2=CC3=C(C=C2C(=C1)C1=CC=C(C=C1)C)C=C(C=C3)C3=CC=C(C(=O)OCC)C=C3)C (ethyl 4-[2,2-dimethyl-4-(tol-4-yl)-benzo(1,2-g)-chrom-3-en-7-yl]benzoate), CC1(OC2=CC3=C(C=C2C(=C1)C1=CC=C(C=C1)C)C=C(C=C3)C3=CC=C(C(=O)OCC)C=C3)C (ethyl 4-[2,2-dimethyl-4-(tol-4-yl)-benzo(1,2-g)-chrom-3-en-7-yl]benzoate). Reported procedure: By following the procedure employed for the preparation of 4-[1(5-methyl-thien-2-yl)3,4-dihydro-4,4-dimethyl-anthracen-8-yl]-benzoic acid (Compound 4), ethyl 4-[2,2-dimethyl-4-(tol-4-yl)-benzo(1,2-g)-chrom-3-en-7-yl]benzoate (Compound 9, 10 mg, 0.02 mmol), was converted into the title compound using LiOH in water (0.2 mL, 0.2 mmol). The title compound was obtained as an off white solid. Reactants: IC1=CC=CC2=C1C(N(CC(N2)=O)C)=O (3,4-dihydro-6-iodo-4-methyl-2H-1,4-benzodiazepine-2,5(1H)-dione), [Cu]C#N (copper (I) cyanide), CN(C=O)C (dimethylformamide). Run in O (water). Product: C(#N)C1=CC=CC2=C1C(N(CC(N2)=O)C)=O (6-cyano-3,4-dihydro-4-methyl-2H-1,4-benzodiazepine-2,5(1H)-dione). Reaction SMILES: I[C:2]1[C:7]2[C:8](=[O:15])[N:9]([CH3:14])[CH2:10][C:11](=[O:13])[NH:12][C:6]=2[CH:5]=[CH:4][CH:3]=1.[Cu][C:17]#[N:18].CN(C)C=O>O>[C:17]([C:2]1[C:7]2[C:8](=[O:15])[N:9]([CH3:14])[CH2:10][C:11](=[O:13])[NH:12][C:6]=2[CH:5]=[CH:4][CH:3]=1)#[N:18]. Reported procedure: A mixture of 5.7 g (0.018 mol) of 3,4-dihydro-6-iodo-4-methyl-2H-1,4-benzodiazepine-2,5(1H)-dione, 2.4 g (0.026 mol) of copper (I) cyanide and 60 ml of dimethylformamide is heated to 50° for 45 minutes. After cooling, the mixture is diluted with water and extracted several times with chloroform/isopropanol (4:1). The combined organic extracts are dried over magnesium sulphate and evaporated. The yellow-brown crude product is recrystallized from methanol, there being obtained 6-cyano-3,4-dihydro-...